Dataset: the Open Reaction Database (ORD), a public repository of structured organic reaction records. Task: describe an organic reaction: reactants, conditions, products, and yield The reactants are OC1=CC(OC(=C1)C1=CC=CC=C1)=O (4-hydroxy-6-phenyl-2H-pyran-2-one), N1CCCCC1 (piperdine), C=O (paraformaldehyde), C1(=CC=CC=C1)S (thiophenol). Solvent: C(C)(=O)O (acetic acid), C(C)O (ethanol). The product is OC1=C(C(OC(=C1)C1=CC=CC=C1)=O)CSC1=CC=CC=C1 (4-Hydroxy-6-phenyl-3-[(phenylthio)methyl]-2H-pyran-2-one). As a reaction SMILES: [OH:1][C:2]1[CH:7]=[C:6]([C:8]2[CH:13]=[CH:12][CH:11]=[CH:10][CH:9]=2)[O:5][C:4](=[O:14])[CH:3]=1.C=O.[C:17]1([SH:23])[CH:22]=[CH:21][CH:20]=[CH:19][CH:18]=1.N1CCCC[CH2:25]1>C(O)(=O)C.C(O)C>[OH:1][C:2]1[CH:7]=[C:6]([C:8]2[CH:9]=[CH:10][CH:11]=[CH:12][CH:13]=2)[O:5][C:4](=[O:14])[C:3]=1[CH2:25][S:23][C:17]1[CH:22]=[CH:21][CH:20]=[CH:19][CH:18]=1. Procedure details: The title compound was prepared by Method C using 4-hydroxy-6-phenyl-2H-pyran-2-one (1.00 g, 5.31 mmol), ethanol (10 mL), paraformaldehyde (0.175 g, 5.80 mmol), thiophenol (1.40 mL, 13.8 mmol), piperdine (0.5 mL), acetic acid (0.5 mL). m.p. dec. 211° C.; 1H NMR (400 MHz, DMSO-d6) δ3.98 (s, 2 H), 6.73 (s, 1 H), 7.17 (m, 1 H), 7.30 (m, 2 H), 7.37 (m, 2 H), 7.54 (m, 3 H), 7.77 (m, 2 H), 12.05 (bs, 1 H). The reactants are ClC1=CC(=C(C=C1O)N1N=NN(C1=O)CCCF)F (1-(4-chloro-2-fluoro-5-hydroxyphenyl)-1,4-dihydro-4-(3-fluoropropyl)-5H-tetrazol-5-one), [H-].[Na+] (sodium hydride), ice water, FC1=CC=C(C=C1)[N+](=O)[O-] (4-fluoronitrobenzene). The solvent is CN(C=O)C (N,N-dimethylformamide), CN(C=O)C (N,N-dimethylformamide). Conditions: temperature 80 celsius, time 15 minute. Yields the product ClC1=CC(=C(C=C1OC1=CC=C(C=C1)[N+](=O)[O-])N1N=NN(C1=O)CCCF)F (1-[4-chloro-2-fluoro-5-(4-nitrophenoxy)phenyl]-1,4-dihydro-4-(3-fluoropropyl)-5H-tetrazol-5-one). Yield: 64.7%. Reaction SMILES: [Cl:1][C:2]1[C:7]([OH:8])=[CH:6][C:5]([N:9]2[C:13](=[O:14])[N:12]([CH2:15][CH2:16][CH2:17][F:18])[N:11]=[N:10]2)=[C:4]([F:19])[CH:3]=1.[H-].[Na+].F[C:23]1[CH:28]=[CH:27][C:26]([N+:29]([O-:31])=[O:30])=[CH:25][CH:24]=1>CN(C)C=O>[Cl:1][C:2]1[C:7]([O:8][C:23]2[CH:28]=[CH:27][C:26]([N+:29]([O-:31])=[O:30])=[CH:25][CH:24]=2)=[CH:6][C:5]([N:9]2[C:13](=[O:14])[N:12]([CH2:15][CH2:16][CH2:17][F:18])[N:11]=[N:10]2)=[C:4]([F:19])[CH:3]=1 |f:1.2|. Procedure details: A solution of 9.3 g (0.032 mole) of 1-(4-chloro-2-fluoro-5-hydroxyphenyl)-1,4-dihydro-4-(3-fluoropropyl)-5H-tetrazol-5-one in approximately 30 ml of N,N-dimethylformamide was added to a stirred mixture of 1.5 g (0.030 mole) of sodium hydride (50% suspension in oil) in 100 ml of N,N-dimethylformamide. The mixture was stirred for 15 minutes and 4.50 g (0.0304 mole) of 4-fluoronitrobenzene was added. This mixture was stirred at room temperature for approximately 18 hours then was heated at 80° C. f... Reactants: C(N)(=S)NC1=CC=C(C=C1)[C@@H](C(=O)OC)C ((S)-methyl 2-[4-(carbamothioylamino)phenyl]propanoate), NC1=CC=C(C=C1)C(C(=O)OC)C (methyl 2-(4-aminophenyl)propanoate). The product is C(N)(=O)NC1=CC=C(C=C1)C(C(=O)OC)C (methyl 2-[4-(carbamoylamino)phenyl]propanoate), solid. Yield: 74.0%. Reaction SMILES: [C:1]([NH:4][C:5]1[CH:10]=[CH:9][C:8]([C@H:11]([CH3:16])[C:12]([O:14][CH3:15])=[O:13])=[CH:7][CH:6]=1)(=S)[NH2:2].NC1C=CC(C(C)C(OC)=[O:26])=CC=1>>[C:1]([NH:4][C:5]1[CH:10]=[CH:9][C:8]([CH:11]([CH3:16])[C:12]([O:14][CH3:15])=[O:13])=[CH:7][CH:6]=1)(=[O:26])[NH2:2]. Reported procedure: Following the same procedure described for (S)-methyl 2-[4-(carbamothioylamino)phenyl]propanoate and starting from methyl 2-(4-aminophenyl)propanoate (98 mmol), after workup methyl 2-[4-(carbamoylamino)phenyl]propanoate was isolated as white solid (74%). 1H-NMR (CDCl3): δ 8.25 (bs, 1H, CSNH), 7.40 (d, 2H, J=7 Hz), 7.20 (d, 2H, J=7 Hz), 6.20 (bs, 2H, CSNH2), 3.75 (m, 1H), 3.65 (s, 3H), 1.50 (d, 3H, J=7 Hz). Starting materials: [OH-].[Li+] (lithium hydroxide), BrC=1N(C(=NN1)SCC(=O)NC(C(=O)OC)C)C1=CC=C(C2=CC=CC=C12)C1CC1 (methyl 2-(2-(5-bromo-4-(1-cyclopropylnaphthalen-4-yl)-4H-1,2,4-triazol-3-ylthio)acetamido)propanoate). Solvent: C1CCOC1.O (THF H2O). Conditions: time 18 hour. The product is BrC=1N(C(=NN1)SCC(=O)NC(C(=O)O)C)C1=CC=C(C2=CC=CC=C12)C1CC1 (2-(2-(5-Bromo-4-(4-cyclopropylnaphthalen-1-yl)-4H-1,2,4-triazol-3-ylthio)acetamido)propanoic acid). Reaction SMILES: [OH-].[Li+].[Br:3][C:4]1[N:5]([C:20]2[C:29]3[C:24](=[CH:25][CH:26]=[CH:27][CH:28]=3)[C:23]([CH:30]3[CH2:32][CH2:31]3)=[CH:22][CH:21]=2)[C:6]([S:9][CH2:10][C:11]([NH:13][CH:14]([CH3:19])[C:15]([O:17]C)=[O:16])=[O:12])=[N:7][N:8]=1>C1COCC1.O>[Br:3][C:4]1[N:5]([C:20]2[C:29]3[C:24](=[CH:25][CH:26]=[CH:27][CH:28]=3)[C:23]([CH:30]3[CH2:32][CH2:31]3)=[CH:22][CH:21]=2)[C:6]([S:9][CH2:10][C:11]([NH:13][CH:14]([CH3:19])[C:15]([OH:17])=[O:16])=[O:12])=[N:7][N:8]=1 |f:0.1,3.4|. Reported procedure: Aqueous lithium hydroxide solution (1M, 0.8 mL, 0.8 mmol) is added to a solution of methyl 2-(2-(5-bromo-4-(1-cyclopropylnaphthalen-4-yl)-4H-1,2,4-triazol-3-ylthio)acetamido)propanoate (0.4 mmol) in 3:1, THF/H2O (1.6 mL) and the mixture stirred for 18 h at room temperature. The crude reaction mixture is concentrated and acidified with aqueous HCL (1M, 1.2 mL) and then is extracted with ethyl acetate (3×3 mL). The combined organic extracts are dried (sodium sulfate), filtered and concentrated to ... The reactants are [I-].[K+] (potassium iodide), BrC1=CC2=C(C(C3=C(OC2)C=CC(=C3)O)=O)C=C1 (8-bromo-2-hydroxy-11-oxo-6,11-dihydrodibenz[b,e]oxepine), O (water), C(C)(=O)OCC (ethyl acetate). The reagents and catalysts are [Cu]I (copper (I) iodide). Run in CN(P(N(C)C)(N(C)C)=O)C (hexamethylphosphoric acid triamide). Conditions: temperature 160 celsius, time 4 hour. Product: OC1=CC2=C(OCC3=C(C2=O)C=CC(=C3)I)C=C1 (2-Hydroxy-8-iodo-11-oxo-6,11-dihydrodibenz[b,e]oxepine). Yield: 37.3%. Reaction SMILES: [I-:1].[K+].Br[C:4]1[CH:20]=[CH:19][C:7]2[C:8](=[O:18])[C:9]3[CH:16]=[C:15]([OH:17])[CH:14]=[CH:13][C:10]=3[O:11][CH2:12][C:6]=2[CH:5]=1.O.C(OCC)(=O)C>CN(C)P(=O)(N(C)C)N(C)C.[Cu]I>[OH:17][C:15]1[CH:14]=[CH:13][C:10]2[O:11][CH2:12][C:6]3[CH:5]=[C:4]([I:1])[CH:20]=[CH:19][C:7]=3[C:8](=[O:18])[C:9]=2[CH:16]=1 |f:0.1|. Reported procedure: 10.35 g of copper (I) iodide and 26.9 g of potassium iodide were added to 3.3 g of 8-bromo-2-hydroxy-11-oxo-6,11-dihydrodibenz[b,e]oxepine obtained in Reference example 27 dissolved in 33 ml of hexamethylphosphoric acid triamide and the mixture was stirred under nitrogen stream at 160° C. for 4 hours. After 300 ml of water and 400 ml of ethyl acetate were added to the reaction mixture, the organic layer was separated, washed with water and dried over anhydrous sodium sulfate. The residue obtaine...